Dataset: the Open Reaction Database (ORD), a public repository of structured organic reaction records. Task: describe an organic reaction: reactants, conditions, products, and yield Reactants: C1(=CC=CC=C1)NN (Phenylhydrazine), C1(=CC=CC=C1)N(C1=CC=C(C=O)C=C1)C1=CC=CC=C1 (4-(Diphenylamino)benzaldehyde). Solvent: C(C)(C)O (isopropanol). Product: C1(=CC=CC=C1)NN=CC1=CC=C(C=C1)N(C1=CC=CC=C1)C1=CC=CC=C1 (4-(diphenylamino)benzaldehyde phenylhydrazone). RXN SMILES: [C:1]1([NH:7][NH2:8])[CH:6]=[CH:5][CH:4]=[CH:3][CH:2]=1.[C:9]1([N:15]([C:24]2[CH:29]=[CH:28][CH:27]=[CH:26][CH:25]=2)[C:16]2[CH:23]=[CH:22][C:19]([CH:20]=O)=[CH:18][CH:17]=2)[CH:14]=[CH:13][CH:12]=[CH:11][CH:10]=1>C(O)(C)C>[C:1]1([NH:7][N:8]=[CH:20][C:19]2[CH:18]=[CH:17][C:16]([N:15]([C:24]3[CH:29]=[CH:28][CH:27]=[CH:26][CH:25]=3)[C:9]3[CH:14]=[CH:13][CH:12]=[CH:11][CH:10]=3)=[CH:23][CH:22]=2)[CH:6]=[CH:5][CH:4]=[CH:3][CH:2]=1. Reported procedure: Phenylhydrazine (0.1 mole, commercially available from Aldrich, Milwaukee, Wis.) and 4-(Diphenylamino)benzaldehyde (0.1 mole, available from Fluka, Buchs SG, Switzerland) were dissolved in 100 ml of isopropanol in a 250 ml 3-neck round bottom flask equipped with a reflux condenser and a mechanical stirrer. The solution was refluxed for 2 hours. Thin layer chromatography indicated the disappearance of the starting materials. At the end of the reaction, the mixture was cooled to room temperature. ... Reported procedure: A 50 mL round-bottom flask was charged with 2-[(2′-oxo-2,3-dihydrospiro[furo[2,3-g][1,4]benzodioxine-8,3′-indol]-1′(2′H)-yl)methyl]pyridine-3-carboxylic acid (0.43 g, 1.0 mmol), methylamine hydrochloride (0.14 g, 2.0 mmol), 1-ethyl-3-(3-dimethyllaminopropyl)carbodiimide hydrochloride (0.26 g, 1.4 mmol), 1-hydroxybenzotriazole (0.20 g, 1.5 mmol), N-methylmorpholine (0.4 mL, 3.6 mmol) and N,N-dimethylformamide (7 mL). The reaction mixture was stirred under nitrogen at ambient temperature for 20 h,... Run at time 20 hour. RXN SMILES: O=C1C2(C3C(=CC4OCCOC=4C=3)OC2)C2C(=CC=CC=2)N1C[C:24]1[C:29]([C:30]([OH:32])=O)=[CH:28][CH:27]=[CH:26][N:25]=1.Cl.CN.O[N:37]1C2C=CC=CC=2N=N1.CN1CCOCC1>O.CN(C)C=O>[N:25]1[CH:26]=[CH:27][CH:28]=[C:29]([C:30]([NH2:37])=[O:32])[CH:24]=1 |f:1.2|. The yield is 335.7%. Starting materials: O=C1N(C2=CC=CC=C2C12COC1=CC3=C(OCCO3)C=C12)CC1=NC=CC=C1C(=O)O (2-[(2′-oxo-2,3-dihydrospiro[furo[2,3-g][1,4]benzodioxine-8,3′-indol]-1′(2′H)-yl)methyl]pyridine-3-carboxylic acid), Cl.CN (methylamine hydrochloride), 1-ethyl-3-(3-dimethyllaminopropyl)carbodiimide hydrochloride, ON1N=NC2=C1C=CC=C2 (1-hydroxybenzotriazole), CN1CCOCC1 (N-methylmorpholine). Solvent: CN(C=O)C (N,N-dimethylformamide), O (water). The product is N1=CC(=CC=C1)C(=O)N (pyridine-3-carboxamide). The reactants are N#Cc1ccc2c(c1)CC(NS(=O)(=O)c1ccccc1)CN2, CC(C)(C)OC(=O)NC1CNc2ccc(Cl)cc2C1. Product: O=S(=O)(NC1CNc2ccc(Cl)cc2C1)c1ccccc1. As a reaction SMILES: [C:20]([c:21]1[cH:22][c:23]2[c:24]([cH:25][cH:26]1)[NH:27][CH2:28][CH:29]([NH:30][S:33](=[O:34])(=[O:35])[c:36]1[cH:37][cH:38][cH:39][cH:40][cH:41]1)[CH2:31]2)#[N:32].[Cl:1][c:2]1[cH:3][c:4]2[c:9]([cH:10][cH:11]1)[NH:8][CH2:7][CH:6]([NH:12][C:13](=[O:14])[O:15][C:16]([CH3:17])([CH3:18])[CH3:19])[CH2:5]2>>[Cl:1][c:2]1[cH:3][c:4]2[c:9]([cH:10][cH:11]1)[NH:8][CH2:7][CH:6]([NH:12][S:33](=[O:34])(=[O:35])[c:36]1[cH:37][cH:38][cH:39][cH:40][cH:41]1)[CH2:5]2. Starting materials: CC(=O)OC(C)=O, CC(=O)O, Nc1cccc(NC(=C2C(=O)Nc3ccccc32)c2ccccc2)c1. Product: CC(=O)Nc1cccc(NC(=C2C(=O)Nc3ccccc32)c2ccccc2)c1. RXN SMILES: [CH3:26][C:27](=[O:28])[O:29][C:30](=[O:31])[CH3:32].[CH3:33][C:34](=[O:35])[OH:36].[NH2:1][c:2]1[cH:3][c:4]([NH:8][C:9]([c:10]2[cH:11][cH:12][cH:13][cH:14][cH:15]2)=[C:16]2[C:17](=[O:25])[NH:18][c:19]3[cH:20][cH:21][cH:22][cH:23][c:24]32)[cH:5][cH:6][cH:7]1>>[NH:1]([c:2]1[cH:3][c:4]([NH:8][C:9]([c:10]2[cH:11][cH:12][cH:13][cH:14][cH:15]2)=[C:16]2[C:17](=[O:25])[NH:18][c:19]3[cH:20][cH:21][cH:22][cH:23][c:24]32)[cH:5][cH:6][cH:7]1)[C:27]([CH3:26])=[O:28]. Reactants: FC(OC1=CC=C(C=C1)C=1C=C(C=NC1)C(=O)OCC)(F)F (ethyl 5-[4-(trifluoromethoxy)phenyl]pyridine-3-carboxylate), [H][H] (hydrogen). Reagents/catalysts: [Pd] (Pd/C). Run in C(C)O (ethanol). Product: FC(OC1=CC=C(C=C1)C1CC(CNC1)C(=O)OCC)(F)F (Ethyl 5-[4-(trifluoromethoxy)phenyl]piperidine-3-carboxylate). Reaction SMILES: [F:1][C:2]([F:22])([F:21])[O:3][C:4]1[CH:9]=[CH:8][C:7]([C:10]2[CH:11]=[C:12]([C:16]([O:18][CH2:19][CH3:20])=[O:17])[CH:13]=[N:14][CH:15]=2)=[CH:6][CH:5]=1.[H][H]>C(O)C.[Pd]>[F:22][C:2]([F:1])([F:21])[O:3][C:4]1[CH:9]=[CH:8][C:7]([CH:10]2[CH2:15][NH:14][CH2:13][CH:12]([C:16]([O:18][CH2:19][CH3:20])=[O:17])[CH2:11]2)=[CH:6][CH:5]=1. Reported procedure: 2.5 g (7.6 mmol) of ethyl 5-[4-(trifluoromethoxy)phenyl]pyridine-3-carboxylate were dissolved in 60 ml of ethanol, 1.14 g of Pd/C (10%) were added and the mixture was hydrogenated in an autoclave at 60° C. at a hydrogen pressure of 50 bar overnight. The reaction mixture was filtered through silica gel. The resulting solution was concentrated under reduced pressure. Water was added to the residue, and the solution was adjusted to pH 8 using aqueous 1 N sodium hydroxide solution. The mixture was t... Reactants: COCCOCCOC, CSC1=NCCN1C(=O)c1ccccc1F, NN1CCCCC1, O. The product is O=C1c2ccccc2N(N2CCCCC2)C2=NCCN12. Reaction SMILES: [CH3:24][O:25][CH2:26][CH2:27][O:28][CH2:29][CH2:30][O:31][CH3:32].[F:1][c:2]1[c:3]([C:4](=[O:5])[N:6]2[C:7]([S:11][CH3:12])=[N:8][CH2:9][CH2:10]2)[cH:13][cH:14][cH:15][cH:16]1.[NH2:17][N:18]1[CH2:19][CH2:20][CH2:21][CH2:22][CH2:23]1.[OH2:33]>>[c:2]12[c:3]([cH:13][cH:14][cH:15][cH:16]1)[C:4](=[O:5])[N:6]1[C:7](=[N:8][CH2:9][CH2:10]1)[N:17]2[N:18]1[CH2:19][CH2:20][CH2:21][CH2:22][CH2:23]1. Starting materials: C(C)(C)(C)C1=CC(=C(C=N1)C=1N([C@]([C@](N1)(C)C1=CC=C(C=C1)Cl)(C)C1=CC=C(C=C1)Cl)C(=O)Cl)OCC ((4S,5R)-2-(6-tert-butyl-4-ethoxy-pyridin-3-yl)-4,5-bis-(4-chloro-phenyl)-4,5-dimethyl-4,5-dihydro-imidazole-1-carbonyl chloride), CC=1N=C(SC1)CC(=O)N1CCNCC1 (2-(4-methyl-thiazol-2-yl)-1-piperazin-1-yl-ethanone). The product is C(C)(C)(C)C1=CC(=C(C=N1)C=1N([C@]([C@](N1)(C)C1=CC=C(C=C1)Cl)(C)C1=CC=C(C=C1)Cl)C(=O)N1CCN(CC1)C(CC=1SC=C(N1)C)=O)OCC (1-{4-[(4S,5R)-2-(6-tert-Butyl-4-ethoxy-pyridin-3-yl)-4,5-bis-(4-chloro-phenyl)-4,5-dimethyl-4,5-dihydro-imidazole-1-carbonyl]-piperazin-1-yl}-2-(4-methyl-thiazol-2-yl)-ethanone). RXN SMILES: [C:1]([C:5]1[N:10]=[CH:9][C:8]([C:11]2[N:12]([C:32](Cl)=[O:33])[C@@:13]([C:25]3[CH:30]=[CH:29][C:28]([Cl:31])=[CH:27][CH:26]=3)([CH3:24])[C@@:14]([C:17]3[CH:22]=[CH:21][C:20]([Cl:23])=[CH:19][CH:18]=3)([CH3:16])[N:15]=2)=[C:7]([O:35][CH2:36][CH3:37])[CH:6]=1)([CH3:4])([CH3:3])[CH3:2].[CH3:38][C:39]1[N:40]=[C:41]([CH2:44][C:45]([N:47]2[CH2:52][CH2:51][NH:50][CH2:49][CH2:48]2)=[O:46])[S:42][CH:43]=1>>[C:1]([C:5]1[N:10]=[CH:9][C:8]([C:11]2[N:12]([C:32]([N:50]3[CH2:51][CH2:52][N:47]([C:45](=[O:46])[CH2:44][C:41]4[S:42][CH:43]=[C:39]([CH3:38])[N:40]=4)[CH2:48][CH2:49]3)=[O:33])[C@@:13]([C:25]3[CH:26]=[CH:27][C:28]([Cl:31])=[CH:29][CH:30]=3)([CH3:24])[C@@:14]([C:17]3[CH:18]=[CH:19][C:20]([Cl:23])=[CH:21][CH:22]=3)([CH3:16])[N:15]=2)=[C:7]([O:35][CH2:36][CH3:37])[CH:6]=1)([CH3:2])([CH3:3])[CH3:4]. Reported procedure: In a manner analogous to the method described in examples 8, (4S,5R)-2-(6-tert-butyl-4-ethoxy-pyridin-3-yl)-4,5-bis-(4-chloro-phenyl)-4,5-dimethyl-4,5-dihydro-imidazole-1-carbonyl chloride (example 51) was coupled with 2-(4-methyl-thiazol-2-yl)-1-piperazin-1-yl-ethanone (Enamine) to give the title compound. HR-MS (ES, m/z) calculated for C39H45Cl2N6O3S [(M+H)+] 747.2646, observed 747.2642. Starting materials: Cn1c2c(ccc1=O)C(=O)CCC2, COc1ccc(CCN)cc1, Cc1ccccc1, Cc1ccc(S(=O)(=O)O)cc1. The product is COc1ccc(CCNC2CCCc3c2ccc(=O)n3C)cc1. RXN SMILES: [CH3:12][n:13]1[c:14](=[O:24])[cH:15][cH:16][c:17]2[c:22]1[CH2:21][CH2:20][CH2:19][C:18]2=[O:23].[CH3:1][O:2][c:3]1[cH:4][cH:5][c:6]([CH2:9][CH2:10][NH2:11])[cH:7][cH:8]1.[CH3:36][c:37]1[cH:38][cH:39][cH:40][cH:41][cH:42]1.[c:25]1([CH3:26])[cH:27][cH:28][c:29]([S:30]([OH:31])(=[O:32])=[O:33])[cH:34][cH:35]1>>[CH3:1][O:2][c:3]1[cH:4][cH:5][c:6]([CH2:9][CH2:10][NH:11][CH:18]2[c:17]3[cH:16][cH:15][c:14](=[O:24])[n:13]([CH3:12])[c:22]3[CH2:21][CH2:20][CH2:19]2)[cH:7][cH:8]1.